From a dataset of the Open Reaction Database (ORD), a public repository of structured organic reaction records. describe an organic reaction: reactants, conditions, products, and yield Reactants: C=O, Cl, [Na+], [OH-], O, c1cc2cnccn2c1. The product is O=Cc1ccc2cnccn12. As a reaction SMILES: [CH2:11]=[O:12].[ClH:10].[Na+:14].[OH-:13].[OH2:15].[cH:1]1[c:2]2[n:3]([cH:4][cH:5][n:6]1)[cH:7][cH:8][cH:9]2>>[cH:1]1[c:2]2[n:3]([cH:4][cH:5][n:6]1)[c:7]([CH:11]=[O:12])[cH:8][cH:9]2. The reactants are CC(C(=O)[O-])C1CCN2C1=C(C=1C(=CC(=CC21)F)Br)SC2=CC=C(C=C2)Cl ((+/−)-methyl{8-bromo-9-[(4-chlorophenyl)thio]-6-fluoro-2,3-dihydro-1H-pyrrolo[1,2-a]indol-1-yl}acetate), C(CCC)[Sn](C1=CC=CC=C1)(CCCC)CCCC (tributyl(phenyl)stannane). Product: ClC1=CC=C(C=C1)SC1=C2N(C=3C=C(C=C(C13)C1=CC=CC=C1)F)CCC2CC(=O)O ((+/−)-{9-[(4-chlorophenyl)thio]-6-fluoro-8-phenyl-2,3-dihydro-1H-pyrrolo[1,2-a]indol-1-yl}acetic acid). As a reaction SMILES: C[CH:2]([CH:6]1[C:10]2=[C:11]([S:20][C:21]3[CH:26]=[CH:25][C:24]([Cl:27])=[CH:23][CH:22]=3)[C:12]3[C:13](Br)=[CH:14][C:15]([F:18])=[CH:16][C:17]=3[N:9]2[CH2:8][CH2:7]1)[C:3]([O-:5])=[O:4].C([Sn](CCCC)(CCCC)[C:33]1[CH:38]=[CH:37][CH:36]=[CH:35][CH:34]=1)CCC>>[Cl:27][C:24]1[CH:25]=[CH:26][C:21]([S:20][C:11]2[C:12]3[C:13]([C:33]4[CH:38]=[CH:37][CH:36]=[CH:35][CH:34]=4)=[CH:14][C:15]([F:18])=[CH:16][C:17]=3[N:9]3[CH2:8][CH2:7][CH:6]([CH2:2][C:3]([OH:5])=[O:4])[C:10]=23)=[CH:22][CH:23]=1. Procedure: Starting from (+/−)-methyl{8-bromo-9-[(4-chlorophenyl)thio]-6-fluoro-2,3-dihydro-1H-pyrrolo[1,2-a]indol-1-yl}acetate (200 mg, 0.43 mmol) and tributyl(phenyl)stannane the title compound was synthesized following the procedures described in Example 42 and Step 10 of Example 7. Starting materials: C(C=C)N(C(C)=O)C1=C(C(=C(C(=C1)C)OC)C)Br (N-Allyl-4-acetamido-3-bromo-2,6-dimethylanisole), C(CCC)[SnH](CCCC)CCCC (tri-n-butylstannane), N(=NC(C#N)(C)C)C(C#N)(C)C (azobisisobutyronitrile). The solvent is hexanes, C1(=CC=CC=C1)C (toluene). Run at temperature 60 celsius, time 15 hour. Yields the product C(C)(=O)N1CC(C2=C(C(=C(C=C12)C)OC)C)C (N-Acetyl-5-methoxy-3,4,6-trimethylindoline). Yield: 94.1%. RXN SMILES: [CH2:1]([N:4]([C:8]1[CH:13]=[C:12]([CH3:14])[C:11]([O:15][CH3:16])=[C:10]([CH3:17])[C:9]=1Br)[C:5](=[O:7])[CH3:6])[CH:2]=[CH2:3].C([SnH](CCCC)CCCC)CCC.N(C(C)(C)C#N)=NC(C)(C)C#N>C1(C)C=CC=CC=1>[C:5]([N:4]1[C:8]2[C:13](=[C:12]([CH3:14])[C:11]([O:15][CH3:16])=[C:10]([CH3:17])[CH:9]=2)[CH:2]([CH3:3])[CH2:1]1)(=[O:7])[CH3:6]. Reported procedure: A solution of N-allyl-4-acetamido-3-bromo-2,6-dimethylanisole (8, 1.1 g, 3.6 mmol) in dry toluene (237 mL) and tri-n-butylstannane (1.9 mL, 7.1 mmol) was placed in a round-bottom flask fitted with a reflux condenser and slowly warmed to 60° C. under a nitrogen atmosphere. A catalytic amount of azobisisobutyronitrile was added, and the resulting mixture was heated and stirred at 85° C. for 15 h. The cooled reaction mixture was washed sequentially with 1% aq. ammonia and brine, and dried (MgSO4). ... Starting materials: FC1=NC(=CC(=C1)C(CC(C1=CC=CC=C1)C1=CC=CC=C1)=O)C (1-(2-fluoro-6-methyl-pyridin-4-yl)-3,3-diphenyl-propan-1-one), Cl.NO (hydroxylamine hydrochloride), C(=O)(O)[O-].[Na+] (NaHCO3). Yields the product FC1=NC(=CC(=C1)/C(/CC(C1=CC=CC=C1)C1=CC=CC=C1)=N/O)C ((E)-1-(2-Fluoro-6-methyl-pyridin-4-yl)-3,3-diphenyl-propan-1-one oxime). Reaction SMILES: [F:1][C:2]1[CH:7]=[C:6]([C:8](=O)[CH2:9][CH:10]([C:17]2[CH:22]=[CH:21][CH:20]=[CH:19][CH:18]=2)[C:11]2[CH:16]=[CH:15][CH:14]=[CH:13][CH:12]=2)[CH:5]=[C:4]([CH3:24])[N:3]=1.Cl.[NH2:26][OH:27].C([O-])(O)=O.[Na+]>>[F:1][C:2]1[CH:7]=[C:6](/[C:8](=[N:26]/[OH:27])/[CH2:9][CH:10]([C:17]2[CH:22]=[CH:21][CH:20]=[CH:19][CH:18]=2)[C:11]2[CH:16]=[CH:15][CH:14]=[CH:13][CH:12]=2)[CH:5]=[C:4]([CH3:24])[N:3]=1 |f:1.2,3.4|. Procedure details: In analogy to example 1, step 2, from 1-(2-fluoro-6-methyl-pyridin-4-yl)-3,3-diphenyl-propan-1-one and hydroxylamine hydrochloride in the presence of NaHCO3 was prepared the title compound as a white oil, MS (ESI+): m/z=335.1553 ([M+H]+). Reactants: FC(C1=CC=C(C=C1)C1=CC=C(C=C1)C(CCCC)O)(F)F (1-[4′-(trifluoromethyl)-4-biphenylyl]-1-pentanol), ice water, P(CCCC)(CCCC)CCCC (nBu3P), OC1=CC(=C(OCC(=O)OCC)C=C1)C (ethyl (4-hydroxy-2-methylphenoxy)acetate). The solvent is C1CCOC1 (THF). Run at time 18 hour. The product is CC1=C(C=CC(=C1)OC(CCCC)C1=CC=C(C=C1)C1=CC=C(C=C1)C(F)(F)F)OCC(=O)OCC (Ethyl {[2-methyl-4-({1-[4′-(trifluoromethyl)-4-biphenylyl]pentyl}oxy)phenyl]oxy}acetate). Yield: 76.5%. As a reaction SMILES: [F:1][C:2]([F:22])([F:21])[C:3]1[CH:8]=[CH:7][C:6]([C:9]2[CH:14]=[CH:13][C:12]([CH:15]([OH:20])[CH2:16][CH2:17][CH2:18][CH3:19])=[CH:11][CH:10]=2)=[CH:5][CH:4]=1.P(CCCC)(CCCC)CCCC.O[C:37]1[CH:49]=[CH:48][C:40]([O:41][CH2:42][C:43]([O:45][CH2:46][CH3:47])=[O:44])=[C:39]([CH3:50])[CH:38]=1>C1COCC1>[CH3:50][C:39]1[CH:38]=[C:37]([O:20][CH:15]([C:12]2[CH:13]=[CH:14][C:9]([C:6]3[CH:5]=[CH:4][C:3]([C:2]([F:21])([F:22])[F:1])=[CH:8][CH:7]=3)=[CH:10][CH:11]=2)[CH2:16][CH2:17][CH2:18][CH3:19])[CH:49]=[CH:48][C:40]=1[O:41][CH2:42][C:43]([O:45][CH2:46][CH3:47])=[O:44]. Reported procedure: To a solution of 1-[4′-(trifluoromethyl)-4-biphenylyl]-1-pentanol (250 mg, 0.81 mmol) in dry THF (20 mL) under nitrogen at 0° C. (ice/water bath) was added nBu3P (0.41 mL, 1.64 mmol), followed by ethyl (4-hydroxy-2-methylphenoxy)acetate (170 mg, 0.81 mmol) and ADDM (420 mg, 1.64 mmol) portion-wise. After stirring the mixture for 18 hours at rt under nitrogen the solvent was removed under vacuum. The residue was partitioned between water and EtOAc and the aqueous re-extracted with EtOAc (3×30 mL)... Run in O1CCOCC1 (dioxane), O (water). RXN SMILES: C(NC(C)CNC(=S)SC)(=O)C.[C:13]([NH:16][CH2:17][CH:18]([NH:20][C:21](=[S:24])SC)[CH3:19])(=[O:15])[CH3:14].[N-:25]=[N+:26]=[N-:27].[Na+]>O1CCOCC1.O>[C:13]([NH:16][CH2:17][CH:18]([N:20]1[C:21]([SH:24])=[N:27][N:26]=[N:25]1)[CH3:19])(=[O:15])[CH3:14] |f:2.3|. Product: C(C)(=O)NCC(C)N1N=NN=C1S (1-[1-(acetamidomethyl)ethyl]-1H-tetrazole-5-thiol). The yield is 27.0%. Starting materials: C(C)(=O)NC(CNC(SC)=S)C (methyl N-(2-acetamidopropyl)dithiocarbamate), C(C)(=O)NCC(C)NC(SC)=S (methyl N-[1-(acetamidomethyl)ethyl]dithiocarbamate), [N-]=[N+]=[N-].[Na+] (sodium azide). Reported procedure: A mixture of methyl N-(2-acetamidopropyl)dithiocarbamate and methyl N-[1-(acetamidomethyl)ethyl]dithiocarbamate (100 g) in dioxane (300 ml) and a solution of sodium azide (41 g) in water (270 ml) were stirred for 4.5 hours under reflux. The reaction mixture was concentrated to half volume under reduced pressure, washed with diethyl ether and acidified with concentrated hydrochloric acid. The resulting precipitate was collected by filtration and washed with diethyl ether to give pale yellow powde... The reactants are Cc1c2c(nn1-c1ccccc1)c(=O)[nH]c1ccccc12, CC#N, ClCCl, CN(C)C=O, O=S(Cl)Cl. Yields the product Cc1c2c(nn1-c1ccccc1)c(Cl)nc1ccccc12. Reaction SMILES: [CH3:10][c:11]1[n:12](-[c:25]2[cH:26][cH:27][cH:28][cH:29][cH:30]2)[n:13][c:14]2[c:15](=[O:24])[nH:16][c:17]3[cH:18][cH:19][cH:20][cH:21][c:22]3[c:23]12.[CH3:34][C:35]#[N:36].[Cl:31][CH2:32][Cl:33].[O:5]=[CH:6][N:7]([CH3:8])[CH3:9].[S:1]([Cl:2])([Cl:3])=[O:4]>>[CH3:10][c:11]1[n:12](-[c:25]2[cH:26][cH:27][cH:28][cH:29][cH:30]2)[n:13][c:14]2[c:15]([Cl:31])[n:16][c:17]3[cH:18][cH:19][cH:20][cH:21][c:22]3[c:23]12. The reactants are CO, CC(C)Oc1cc(Nc2nc(NC(CO)c3ccc(F)cc3)c(C#N)cc2F)n[nH]1, [K+], [OH-], OO. Product: CC(C)Oc1cc(Nc2nc(NC(CO)c3ccc(F)cc3)c(C(N)=O)cc2F)n[nH]1. As a reaction SMILES: [CH3:35][OH:36].[F:1][c:2]1[c:3]([NH:21][c:22]2[n:23][nH:24][c:25]([O:27][CH:28]([CH3:29])[CH3:30])[cH:26]2)[n:4][c:5]([NH:10][CH:11]([CH2:12][OH:13])[c:14]2[cH:15][cH:16][c:17]([F:20])[cH:18][cH:19]2)[c:6]([C:7]#[N:8])[cH:9]1.[K+:32].[OH-:31].[OH:33][OH:34]>>[F:1][c:2]1[c:3]([NH:21][c:22]2[n:23][nH:24][c:25]([O:27][CH:28]([CH3:29])[CH3:30])[cH:26]2)[n:4][c:5]([NH:10][CH:11]([CH2:12][OH:13])[c:14]2[cH:15][cH:16][c:17]([F:20])[cH:18][cH:19]2)[c:6]([C:7]([NH2:8])=[O:31])[cH:9]1.